This data is from the Open Reaction Database (ORD), a public repository of structured organic reaction records. The task is: describe an organic reaction: reactants, conditions, products, and yield The reactants are CC(C)(C)OC(=O)N1CC2OC2C1, CS(=O)(=O)Cl, [Cl-], [H-], [Na+], [Na+], O, OCC(F)(F)F. Yields the product CC(C)(C)OC(=O)N1CC(OCC(F)(F)F)C(OS(C)(=O)=O)C1. RXN SMILES: [C:9]([CH3:10])([CH3:11])([CH3:12])[O:13][C:14](=[O:15])[N:16]1[CH2:17][CH:18]2[CH:19]([CH2:20]1)[O:21]2.[CH3:24][S:25]([Cl:26])(=[O:27])=[O:28].[Cl-:23].[H-:1].[Na+:22].[Na+:2].[OH2:29].[OH:3][CH2:4][C:5]([F:6])([F:7])[F:8]>>[O:3]([CH2:4][C:5]([F:6])([F:7])[F:8])[CH:18]1[CH2:17][N:16]([C:14]([O:13][C:9]([CH3:10])([CH3:11])[CH3:12])=[O:15])[CH2:20][CH:19]1[O:21][S:25]([CH3:24])(=[O:27])=[O:28]. Starting materials: O.[O-][Mn](=O)(=O)[O-].[K+].[K+] (Potassium Molybdate), [Mo]=O (Molybdenum oxide), [OH-].[K+] (potassium hydroxide). The product is O.O.O.O.O.[O-][Mo](=O)(=O)[O-].[K+].[K+] (potassium molybdate pentahydrate). Reaction SMILES: [OH2:1].[O-:2][Mn]([O-])(=O)=O.[K+:7].[K+].[Mo:9]=[O:10].[OH-:11].[K+]>>[OH2:2].[OH2:1].[OH2:2].[OH2:2].[OH2:2].[O-:1][Mo:9]([O-:2])(=[O:11])=[O:10].[K+:7].[K+:7] |f:0.1.2.3,5.6,7.8.9.10.11.12.13.14|. Procedure: Solid Potassium Molybdate (K2MoO4) may be prepared by dissolving MoO3 in a basic aqueous solution of potassium hydroxide (KOH) and crystallizing the filtered product to yield potassium molybdate pentahydrate (K2MoO4.5H2O). The anhydrous salt may be prepared by heating to a sufficient temperature to liberate the water. The reactants are Cl.NC1=CC(=CC(=N1)CCCCCC(=O)NC1=CC(=C(C(=C1)C(C)(C)C)O)C(C)(C)C)C (6-amino-N-[3,5-bis(1,1-dimethylethyl)-4-hydroxyphenyl]-4-methyl-2-pyridinehexanamide hydrochloride), CN(C1=CC=C(C=C1)N)C (N,N-dimethyl-p-phenylenediamine), C(C)(C)(C)C1=C(C(=CC(=C1)N)C(C)(C)C)O (2,6-di-t-butyl-4-aminophenol). Yields the product Cl.NC1=CC(=CC(=N1)CCCCCC(=O)NC1=CC=C(C=C1)N(C)C)C (6-amino-N-[4-(dimethylamino)phenyl]4-methyl-2-pyridinehexanamide hydrochloride). As a reaction SMILES: [ClH:1].[NH2:2][C:3]1[N:8]=[C:7]([CH2:9][CH2:10][CH2:11][CH2:12][CH2:13][C:14]([NH:16][C:17]2[CH:22]=[C:21](C(C)(C)C)[C:20](O)=[C:19](C(C)(C)C)[CH:18]=2)=[O:15])[CH:6]=[C:5]([CH3:32])[CH:4]=1.[CH3:33][N:34](C)[C:35]1C=CC(N)=CC=1.C(C1C=C(N)C=C(C(C)(C)C)C=1O)(C)(C)C>>[ClH:1].[NH2:2][C:3]1[N:8]=[C:7]([CH2:9][CH2:10][CH2:11][CH2:12][CH2:13][C:14]([NH:16][C:17]2[CH:18]=[CH:19][C:20]([N:34]([CH3:35])[CH3:33])=[CH:21][CH:22]=2)=[O:15])[CH:6]=[C:5]([CH3:32])[CH:4]=1 |f:0.1,4.5|. Reported procedure: The experimental protocol used is the same as that described for compound 17, N,N-dimethyl-p-phenylenediamine replacing the 2,6-di-t-butyl-4-aminophenol. Hygroscopic grey solid. Reactants: CCOCC, COC(=O)C(=O)c1ccc(OCC=Cc2ccc(F)cc2)cc1, CCCCCC, CO, [Na+], [OH-]. Product: O=C(O)C(=O)c1ccc(OCC=Cc2ccc(F)cc2)cc1. Reaction SMILES: [CH2:30]([O:31][CH2:32][CH3:33])[CH3:34].[CH3:1][O:2][C:3]([C:4]([c:5]1[cH:6][cH:7][c:8]([O:11][CH2:12][CH:13]=[CH:14][c:15]2[cH:16][cH:17][c:18]([F:21])[cH:19][cH:20]2)[cH:9][cH:10]1)=[O:22])=[O:23].[CH3:24][CH2:25][CH2:26][CH2:27][CH2:28][CH3:29].[CH3:35][OH:36].[Na+:38].[OH-:37]>>[O:2]=[C:3]([C:4]([c:5]1[cH:6][cH:7][c:8]([O:11][CH2:12][CH:13]=[CH:14][c:15]2[cH:16][cH:17][c:18]([F:21])[cH:19][cH:20]2)[cH:9][cH:10]1)=[O:22])[OH:23]. The reactants are C[Si](C)(C)[O-], Cc1ccccc1, COC(=O)c1ccc(Cl)cc1, [Li+]. Yields the product O=C([O-])c1ccc(Cl)cc1, [Li+]. Reaction SMILES: [CH3:12][Si:13]([CH3:14])([CH3:15])[O-:16].[CH3:18][c:19]1[cH:20][cH:21][cH:22][cH:23][cH:24]1.[Cl:1][c:2]1[cH:3][cH:4][c:5]([C:6](=[O:7])[O:8][CH3:9])[cH:10][cH:11]1.[Li+:17]>>[Cl:1][c:2]1[cH:3][cH:4][c:5]([C:6](=[O:7])[O-:8])[cH:10][cH:11]1.[Li+:17]. Starting materials: [Si](C)(C)(C(C)(C)C)O[C@@H]1C=2C(=C(C(=NC2CC(C1)(C)C)C1CCCC1)C=O)I ((S)-5-(tert-butyldimethylsilyloxy)-2-cyclopentyl-4-iodo-7,7-dimethyl-5,6,7,8-tetrahydroquinoline-3-carbaldehyde), C(C)(C)(C)C1=CC=C(C=C1)[Mg]Br (4-tert.-butylphenylmagnesium bromide). Yields the product [Si](C)(C)(C(C)(C)C)O[C@@H]1C=2C(=C(C(=NC2CC(C1)(C)C)C1CCCC1)C(O)C1=CC=C(C=C1)C(C)(C)C)I (((5S)-5-(tert-butyldimethylsilyloxy)-2-cyclopentyl-4-iodo-7,7-dimethyl-5,6,7,8-tetrahydroquinolin-3-yl)(4-tert-butylphenyl)methanol). Reaction SMILES: [Si:1]([O:8][C@H:9]1[CH2:18][C:17]([CH3:20])([CH3:19])[CH2:16][C:15]2[N:14]=[C:13]([CH:21]3[CH2:25][CH2:24][CH2:23][CH2:22]3)[C:12]([CH:26]=[O:27])=[C:11]([I:28])[C:10]1=2)([C:4]([CH3:7])([CH3:6])[CH3:5])([CH3:3])[CH3:2].[C:29]([C:33]1[CH:38]=[CH:37][C:36]([Mg]Br)=[CH:35][CH:34]=1)([CH3:32])([CH3:31])[CH3:30]>>[Si:1]([O:8][C@H:9]1[CH2:18][C:17]([CH3:20])([CH3:19])[CH2:16][C:15]2[N:14]=[C:13]([CH:21]3[CH2:22][CH2:23][CH2:24][CH2:25]3)[C:12]([CH:26]([C:36]3[CH:37]=[CH:38][C:33]([C:29]([CH3:32])([CH3:31])[CH3:30])=[CH:34][CH:35]=3)[OH:27])=[C:11]([I:28])[C:10]1=2)([C:4]([CH3:5])([CH3:6])[CH3:7])([CH3:3])[CH3:2]. Procedure: Obtained by starting from (S)-5-(tert-butyldimethylsilyloxy)-2-cyclopentyl-4-iodo-7,7-dimethyl-5,6,7,8-tetrahydroquinoline-3-carbaldehyde and 4-tert.-butylphenylmagnesium bromide. The product is obtained as a diastereomic mixture, which is used directly in the next step. Reactants: C(C)(=O)O (acetic acid), N[C@@H](CCSC)C=O (Metal), ice water, C1(=CC=CC=C1)C1=NC2=CC=C(C=C2C(C1)=O)C(=O)O (2-phenyl-4-quinolone-6-carboxylic acid). Solvent: C(C)(C)O (isopropyl alcohol). Product: C1(=CC=CC=C1)C1=NC2=CC=C(C=C2C(C1)=O)C(=O)OC(C)C (isopropyl 2-phenyl-4-quinolone-6-carboxylate). Yield: 78.8%. As a reaction SMILES: N[C@H:2]([CH:7]=O)[CH2:3]CSC.[C:9]1([C:15]2[CH2:24][C:23](=[O:25])[C:22]3[C:17](=[CH:18][CH:19]=[C:20]([C:26]([OH:28])=[O:27])[CH:21]=3)[N:16]=2)[CH:14]=[CH:13][CH:12]=[CH:11][CH:10]=1.C(O)(=O)C>C(O)(C)C>[C:9]1([C:15]2[CH2:24][C:23](=[O:25])[C:22]3[C:17](=[CH:18][CH:19]=[C:20]([C:26]([O:28][CH:2]([CH3:7])[CH3:3])=[O:27])[CH:21]=3)[N:16]=2)[CH:10]=[CH:11][CH:12]=[CH:13][CH:14]=1. Reported procedure: Metal sodium (0.33 gram) is dissolved in 40 ml of anhydrous isopropyl alcohol and the solution is heated to reflux for one hour with 2 grams of the 2-phenyl-4-quinolone-6-carboxylic acid obtained in Example 2. After cooling, the solution is mixed with ice water, acidified with acetic acid, the crystals which separate out therefrom are collected by filtration. The crystals are washed with water, washed with methanol, and dried to give 0.6 gram of isopropyl 2-phenyl-4-quinolone-6-carboxylate, colo... The reactants are C1=CC=CC2=C1C=1NC3=C(C1CCS2)C=C(C=C3)O (6,7-Dihydro-12H-5-thia-12-aza-dibenzo[a,e]azulen-9-ol), CC(C)(C)[Si](C)(C)Cl (TBSCl). The product is C(C)(C)(C)[Si](OC=1C=CC2=C(C=3CCSC4=C(C3N2)C=CC=C4)C1)(C)C (9-(tert-Butyl-dimethyl-silanyloxy)-6,7-dihydro-12H-5-thia-12-aza-dibenzo[a,e]azulene). RXN SMILES: [CH:1]1[C:6]2[C:7]3[NH:8][C:9]4[CH:18]=[CH:17][C:16]([OH:19])=[CH:15][C:10]=4[C:11]=3[CH2:12][CH2:13][S:14][C:5]=2[CH:4]=[CH:3][CH:2]=1.[CH3:20][C:21]([Si:24](Cl)([CH3:26])[CH3:25])([CH3:23])[CH3:22]>>[C:21]([Si:24]([CH3:26])([CH3:25])[O:19][C:16]1[CH:17]=[CH:18][C:9]2[NH:8][C:7]3[C:6]4[CH:1]=[CH:2][CH:3]=[CH:4][C:5]=4[S:14][CH2:13][CH2:12][C:11]=3[C:10]=2[CH:15]=1)([CH3:23])([CH3:22])[CH3:20]. Reported procedure: Following the procedure described in Example 80, using 6,7-Dihydro-12H-5-thia-12-aza-dibenzo[a,e]azulen-9-ol (350 mg, 1.31 mmol) and TBSCl (225 mg, 1.50 mmol) as the starting material, the title compound was prepared as a white solid. Starting materials: BrC1=CC=C2C(=CC=NC2=C1)NC(=O)NC1=NC=CN=C1 (1-(7-bromoquinolin-4-yl)-3-(pyrazin-2-yl)urea), CC(C)([O-])C.[Na+] (sodium tert-butoxide), C1N(C[C@@H]2[C@H]1CNC2)C(=O)OC(C)(C)C ((3aR,6aS)-tert-butyl hexahydropyrrolo[3,4-c]pyrrole-2(1H)-carboxylate). The reagents and catalysts are C1(=CC=CC=C1)P([C-]1C=CC=C1)C1=CC=CC=C1.[C-]1(C=CC=C1)P(C1=CC=CC=C1)C1=CC=CC=C1.[Fe+2] (1,1′-bis(diphenylphosphino)ferrocene), C=1C=CC(=CC1)/C=C/C(=O)/C=C/C2=CC=CC=C2.C=1C=CC(=CC1)/C=C/C(=O)/C=C/C2=CC=CC=C2.C=1C=CC(=CC1)/C=C/C(=O)/C=C/C2=CC=CC=C2.[Pd].[Pd] (Pd2(DBA)3). Solvent: C1CCOC1 (THF). The product is N1=C(C=NC=C1)NC(NC1=CC=NC2=CC(=CC=C12)N1C[C@@H]2[C@H](C1)CN(C2)C(=O)OC(C)(C)C)=O ((3aR,6aS)-Tert-butyl 5-(4-(3-pyrazin-2-ylureido)quinolin-7-yl)-hexahydropyrrolo[3,4-c]pyrrole-2(1H)-carboxylate). Isolated yield 91.8%. As a reaction SMILES: CC(C)([O-])C.[Na+].[CH2:7]1[C@@H:11]2[CH2:12][NH:13][CH2:14][C@@H:10]2[CH2:9][N:8]1[C:15]([O:17][C:18]([CH3:21])([CH3:20])[CH3:19])=[O:16].Br[C:23]1[CH:32]=[C:31]2[C:26]([C:27]([NH:33][C:34]([NH:36][C:37]3[CH:42]=[N:41][CH:40]=[CH:39][N:38]=3)=[O:35])=[CH:28][CH:29]=[N:30]2)=[CH:25][CH:24]=1>C1COCC1.C1(P(C2C=CC=CC=2)[C-]2C=CC=C2)C=CC=CC=1.[C-]1(P(C2C=CC=CC=2)C2C=CC=CC=2)C=CC=C1.[Fe+2].C1C=CC(/C=C/C(/C=C/C2C=CC=CC=2)=O)=CC=1.C1C=CC(/C=C/C(/C=C/C2C=CC=CC=2)=O)=CC=1.C1C=CC(/C=C/C(/C=C/C2C=CC=CC=2)=O)=CC=1.[Pd].[Pd]>[N:38]1[CH:39]=[CH:40][N:41]=[CH:42][C:37]=1[NH:36][C:34](=[O:35])[NH:33][C:27]1[C:26]2[C:31](=[CH:32][C:23]([N:13]3[CH2:12][C@@H:11]4[CH2:7][N:8]([C:15]([O:17][C:18]([CH3:21])([CH3:20])[CH3:19])=[O:16])[CH2:9][C@@H:10]4[CH2:14]3)=[CH:24][CH:25]=2)[N:30]=[CH:29][CH:28]=1 |f:0.1,5.6.7,8.9.10.11.12|. Procedure: A solution of sodium tert-butoxide (98 mg, 1.017 mmol) and (3aR,6aS)-tert-butyl hexahydropyrrolo[3,4-c]pyrrole-2(1H)-carboxylate (95 mg, 0.436 mmol) in THF (3 mL) was stirred under nitrogen. To this was added 1,1′-bis(diphenylphosphino)ferrocene (25 mg, 0.05 mmol), Pd2(DBA)3 (12 mg, 0.02 mmol) and 1-(7-bromoquinolin-4-yl)-3-(pyrazin-2-yl)urea (100 mg, 0.291 mmol). The mixture was then heated at reflux for 12 h before partitioning between CH2Cl2 and water. The mixture was filtered through Celite ... The reactants are solution, C1(=CC=CC=C1)C(CCOC(CC(=O)CCl)=O)C1=CC=CC=C1 ((3,3-diphenylpropane-1-yl)4-chloroacetoacetate), [H-].[Na+] (sodium hydride), solution, C[O-].[Na+] (sodium methoxide). Solvent: C1CCOC1 (THF), C1CCOC1 (THF), CO (methanol), CO (methanol). Conditions: time 30 minute. Yields the product C1(=CC=CC=C1)C(CCOC(CC(COC)=O)=O)C1=CC=CC=C1 ((3,3-diphenylpropane-1-yl)4-methoxy-3-oxobutanoate). Reaction SMILES: [C:1]1([CH:7]([C:18]2[CH:23]=[CH:22][CH:21]=[CH:20][CH:19]=2)[CH2:8][CH2:9][O:10][C:11](=[O:17])[CH2:12][C:13]([CH2:15]Cl)=[O:14])[CH:6]=[CH:5][CH:4]=[CH:3][CH:2]=1.[H-].[Na+].[CH3:26][O-:27].[Na+]>C1COCC1.CO>[C:1]1([CH:7]([C:18]2[CH:23]=[CH:22][CH:21]=[CH:20][CH:19]=2)[CH2:8][CH2:9][O:10][C:11](=[O:17])[CH2:12][C:13](=[O:14])[CH2:15][O:27][CH3:26])[CH:6]=[CH:5][CH:4]=[CH:3][CH:2]=1 |f:1.2,3.4|. Procedure details: 2.5 ml of a solution of 0.879 mg (2.66 mmol) of (3,3-diphenylpropane-1-yl)4-chloroacetoacetate in 2.5 ml of THF was added dropwise to a suspension of 160 mg of sodium hydride (60% oily) in 5 ml of THF at 0° C. and they were stirred for 30 minutes. 820 μl of 28% solution of sodium methoxide in methanol was added to the obtained mixture. After stirring overnight, methanol was added to the reaction mixture, and the obtained mixture was concentrated and fractionated with ethyl acetate and water. Aft...